Dataset: the Open Reaction Database (ORD), a public repository of structured organic reaction records. Task: describe an organic reaction: reactants, conditions, products, and yield Reactants: CC(C)(C)OC(=O)OC(=O)[O-], NCCN, C1COCCO1. Yields the product CC(C)(C)OC(=O)NCCN. As a reaction SMILES: [C:1](=[O:2])([O:3][C:4]([CH3:5])([CH3:6])[CH3:7])[O:8][C:9]([O-:10])=[O:11].[NH2:12][CH2:13][CH2:14][NH2:15].[O:16]1[CH2:17][CH2:18][O:19][CH2:20][CH2:21]1>>[C:1](=[O:2])([O:3][C:4]([CH3:5])([CH3:6])[CH3:7])[NH:12][CH2:13][CH2:14][NH2:15]. Starting materials: ClC1=NC=C(C=C1)C1=CC=C(C=C1)OC(F)(F)F (2-chloro-5-(4-trifluoromethoxyphenyl)pyridine), C(C)(C)N1CCNCC1 (1-isopropylpiperazine). Product: Cl.Cl.C(C)(C)N1CCN(CC1)C1=NC=C(C=C1)C1=CC=C(C=C1)OC(F)(F)F (1-Isopropyl-4-[5-(4-trifluoromethoxyphenyl)pyridin-2-yl]piperazine, dihydrochloride). Reaction SMILES: [Cl:1][C:2]1[CH:7]=[CH:6][C:5]([C:8]2[CH:13]=[CH:12][C:11]([O:14][C:15]([F:18])([F:17])[F:16])=[CH:10][CH:9]=2)=[CH:4][N:3]=1.[CH:19]([N:22]1[CH2:27][CH2:26][NH:25][CH2:24][CH2:23]1)([CH3:21])[CH3:20]>>[ClH:1].[ClH:1].[CH:19]([N:22]1[CH2:27][CH2:26][N:25]([C:2]2[CH:7]=[CH:6][C:5]([C:8]3[CH:13]=[CH:12][C:11]([O:14][C:15]([F:18])([F:17])[F:16])=[CH:10][CH:9]=3)=[CH:4][N:3]=2)[CH2:24][CH2:23]1)([CH3:21])[CH3:20] |f:2.3.4|. Procedure: The title compound was prepared by a similar procedure to that described in Example 1, starting from 2-chloro-5-(4-trifluoromethoxyphenyl)pyridine and 1-isopropylpiperazine. As a reaction SMILES: O=C[C@@H]([C@H]([C@@H]([C@@H](CO)O)O)O)O.NCCCCCC(O)=O.C(O)(=O)C.[CH:26]1[CH:30]=[C:29]([CH:31]=[O:32])[N:28]([CH2:33][CH2:34][CH2:35][CH2:36][C@H:37](N)[C:38]([OH:40])=[O:39])[C:27]=1[CH2:42][OH:43]>O>[CH:42]([C:27]1[N:28]([CH2:33][CH2:34][CH2:35][CH2:36][CH2:37][C:38]([OH:40])=[O:39])[C:29]([CH2:31][OH:32])=[CH:30][CH:26]=1)=[O:43]. Run at temperature 100 celsius. Run in O (water). Procedure details: Structure 8b was prepared according to the method described by F. Hayase et al., J. Biol. Chem 263: 3758-64 (1989). The procedure was approximately as follows: ε-(2-Formyl-5-hydroxymethyl-pyrrol-1-yl)-caproic Acid (Caproyl Pyrraline or structure 8b) was synthesized for use as a hapten. D-Glucose (18 g) and ε-amino caproic acid (13.1 g) were dissolved in distilled water (20 mL), and the pH was adjusted to 4.0 with acetic acid. The solution was refluxed at 100° C. for 3 h. The resulting brown solu... The reactants are C1=C(N(C(=C1)C=O)CCCC[C@@H](C(=O)O)N)CO (L-lysyl pyrraline), O=C[C@H](O)[C@@H](O)[C@H](O)[C@H](O)CO (D-Glucose), NCCCCCC(=O)O (ε-amino caproic acid), C(C)(=O)O (acetic acid). Product: C(=O)C=1N(C(=CC1)CO)CCCCCC(=O)O (ε-(2-Formyl-5-hydroxymethyl-pyrrol-1-yl)-caproic Acid). The reactants are BrC1=C(OC2CCN(CC2)C=2N=CC(=NC2)C#N)C=C(C=C1)F (5-[4-(2-Bromo-5-fluorophenoxy)piperidin-1-yl]pyrazine-2-carbonitrile), [N-]=[N+]=[N-].[Na+] (sodium azide), [Cl-].[NH4+] (ammonium chloride). Solvent: CN(C)C=O (DMF). Conditions: time 3 hour. Yields the product BrC1=C(OC2CCN(CC2)C2=NC=C(N=C2)C=2N=NNN2)C=C(C=C1)F (2-[4-(2-Bromo-5-fluorophenoxy)piperidin-1-yl]-5-(2H-tetrazol-5-yl)pyrazine). RXN SMILES: [Br:1][C:2]1[CH:22]=[CH:21][C:20]([F:23])=[CH:19][C:3]=1[O:4][CH:5]1[CH2:10][CH2:9][N:8]([C:11]2[N:12]=[CH:13][C:14]([C:17]#[N:18])=[N:15][CH:16]=2)[CH2:7][CH2:6]1.[N-:24]=[N+:25]=[N-:26].[Na+].[Cl-].[NH4+]>CN(C=O)C>[Br:1][C:2]1[CH:22]=[CH:21][C:20]([F:23])=[CH:19][C:3]=1[O:4][CH:5]1[CH2:10][CH2:9][N:8]([C:11]2[CH:16]=[N:15][C:14]([C:17]3[N:24]=[N:25][NH:26][N:18]=3)=[CH:13][N:12]=2)[CH2:7][CH2:6]1 |f:1.2,3.4|. Reported procedure: To a solution of 5-[4-(2-bromo-5-fluorophenoxy)piperidin-1-yl]pyrazine-2-carbonitrile from Step 5 (0.200 g, 0.530 mmol) in DMF (2 mL) was added sodium azide (0.070 g, 1.06 mmol) and ammonium chloride (0.284 g, 5.30 mmol). After a period of 3 h at 130° C., the reaction mixture was cooled and partitioned between ethyl acetate and brine. The organic phase was separated, dried over sodium sulfate and evaporated. To the crude product was added a mixture of ether-hexane (1:1). The resulting solid was ... Reactants: BrC1=CC=C(C=C1)C1C(NC2=CC=3C(C(NC3C=C21)=O)C2=CC=C(C=C2)Br)=O (3,7-Bis-(4-bromo-phenyl)-5,7-dihydro-1H,3H-pyrrolo[2,3-f]indole-2,6-dione), C1(=C(C(=O)C(=C(C1=O)Cl)Cl)Cl)Cl (chloranil). Run in C(C)(=O)O (acetic acid). Run at temperature 50 celsius. The product is BrC1=CC=C(C=C1)C=1C(NC2=CC3=C(C(NC3=CC21)=O)C2=CC=C(C=C2)Br)=O (3,7-Bis-(4-bromo-phenyl)-1H,5H-pyrrolo[2,3-f]indole-2,6-dione). Isolated yield 62.5%. RXN SMILES: [Br:1][C:2]1[CH:7]=[CH:6][C:5]([CH:8]2[C:19]3[C:11](=[CH:12][C:13]4[CH:14]([C:21]5[CH:26]=[CH:25][C:24]([Br:27])=[CH:23][CH:22]=5)[C:15](=[O:20])[NH:16][C:17]=4[CH:18]=3)[NH:10][C:9]2=[O:28])=[CH:4][CH:3]=1.C1(Cl)C(=O)C(Cl)=C(Cl)C(=O)C=1Cl>C(O)(=O)C>[Br:27][C:24]1[CH:25]=[CH:26][C:21]([C:14]2[C:15](=[O:20])[NH:16][C:17]3[C:13]=2[CH:12]=[C:11]2[C:19](=[C:8]([C:5]4[CH:6]=[CH:7][C:2]([Br:1])=[CH:3][CH:4]=4)[C:9](=[O:28])[NH:10]2)[CH:18]=3)=[CH:22][CH:23]=1. Procedure details: 3,7-Bis-(4-bromo-phenyl)-5,7-dihydro-1H,3H-pyrrolo[2,3-f]indole-2,6-dione (7.250 g, 14.55 mmol) (1.2) was dissolved into acetic acid (215 cm3), chloranil (7.157 g, 29.11 mmol) is added and the reaction mixture heated to 50° C. for 16 hours. After cooling down, the resulting precipitate is filtered and washed with acetic acid. The recovered solid is purified by trituration with nitrobenzene (120 cm3) at 200° C. followed by trituration with diethyl ether (100 cm3) to obtain the pure product (4.512... Yields the product ClC1=CC(=NC(=C1)C1=CC=C(C=C1)OC(C)C)C1=NC=CN=C1 (2-(4-chloro-6-(4-isopropoxyphenyl)pyridin-2-yl)pyrazine). Reagents/catalysts: [Cu]I (CuI), C=1C=CC(=CC1)[P](C=2C=CC=CC2)(C=3C=CC=CC3)[Pd]([P](C=4C=CC=CC4)(C=5C=CC=CC5)C=6C=CC=CC6)([P](C=7C=CC=CC7)(C=8C=CC=CC8)C=9C=CC=CC9)[P](C=1C=CC=CC1)(C=1C=CC=CC1)C=1C=CC=CC1 (Pd(PPh3)4). Reported procedure: To a 2 dram vial equipped with a stir bar was added 2,4-dichloro-6-(4-isopropoxyphenyl)pyridine (50 mg, 0.18 mmol), 2-(tributylstannyl)pyrazine (65 mg, 0.18 mmol), CuI (9.0 mg, 0.047 mmol), CsF (82 mg, 0.54 mmol), and Pd(PPh3)4 (10.2 mg, 8.86 μmol). The vial was capped with a septum screw-cap and then placed under N2 atmosphere. To the vial was added degassed DMF (1 mL). The vial was placed in a 80° C. heating block with stirring for 1 hour. The reaction mixture was directly purified by C18 chro... The yield is 63.1%. Reactants: ClC1=NC(=CC(=C1)Cl)C1=CC=C(C=C1)OC(C)C (2,4-dichloro-6-(4-isopropoxyphenyl)pyridine), C(CCC)[Sn](C1=NC=CN=C1)(CCCC)CCCC (2-(tributylstannyl)pyrazine), [F-].[Cs+] (CsF). Reaction SMILES: Cl[C:2]1[CH:7]=[C:6]([Cl:8])[CH:5]=[C:4]([C:9]2[CH:14]=[CH:13][C:12]([O:15][CH:16]([CH3:18])[CH3:17])=[CH:11][CH:10]=2)[N:3]=1.C([Sn](CCCC)(CCCC)[C:24]1[CH:29]=[N:28][CH:27]=[CH:26][N:25]=1)CCC.[F-].[Cs+]>[Cu]I.C1C=CC([P]([Pd]([P](C2C=CC=CC=2)(C2C=CC=CC=2)C2C=CC=CC=2)([P](C2C=CC=CC=2)(C2C=CC=CC=2)C2C=CC=CC=2)[P](C2C=CC=CC=2)(C2C=CC=CC=2)C2C=CC=CC=2)(C2C=CC=CC=2)C2C=CC=CC=2)=CC=1>[Cl:8][C:6]1[CH:5]=[C:4]([C:9]2[CH:14]=[CH:13][C:12]([O:15][CH:16]([CH3:18])[CH3:17])=[CH:11][CH:10]=2)[N:3]=[C:2]([C:24]2[CH:29]=[N:28][CH:27]=[CH:26][N:25]=2)[CH:7]=1 |f:2.3,^1:45,47,66,85|. Run at time 1 hour. The reactants are C(CC)N1C(C(C2=CC=CC=C12)=O)=O (1-propylindoline-2,3-dione), N1C(=O)C(=O)C2=CC=CC=C12 (isatin), BrCC(C)C (1-bromo-2-methyl propane). Product: C(C(C)C)N1C(C(C2=CC=CC=C12)=O)=O (1-isobutylindoline-2,3-dione). As a reaction SMILES: [CH2:1]([N:4]1[C:12]2[C:7](=[CH:8][CH:9]=[CH:10][CH:11]=2)[C:6](=[O:13])[C:5]1=[O:14])[CH2:2][CH3:3].N1C2C(=CC=CC=2)C(=O)[C:16]1=O.BrCC(C)C>>[CH2:1]([N:4]1[C:12]2[C:7](=[CH:8][CH:9]=[CH:10][CH:11]=2)[C:6](=[O:13])[C:5]1=[O:14])[CH:2]([CH3:16])[CH3:3]. Procedure details: Was prepared in an analogous manner to 1-propylindoline-2,3-dione using isatin (purchased from Fisher Scientific) and 1-bromo-2-methyl propane (purchased from Fisher Scientific). 1H NMR δ (dd, 2H), 7.13 (t, 1H), 6.90 (d, 1H), 3.55 (d, 2H), 2.16 (m, 1H), 1.00 (d, 6H). Starting materials: O=C([O-])O, CN(CCc1cccc(OCc2ccccc2)c1)c1cnc(-c2ccccc2)c(-c2ccccc2)n1, CCO, Cl, [Na+]. The product is CN(CCc1cccc(O)c1)c1cnc(-c2ccccc2)c(-c2ccccc2)n1. As a reaction SMILES: [C:38](=[O:39])([O-:40])[OH:41].[CH2:1]([c:2]1[cH:3][cH:4][cH:5][cH:6][cH:7]1)[O:8][c:9]1[cH:10][c:11]([CH2:15][CH2:16][N:17]([CH3:18])[c:19]2[n:20][c:21](-[c:31]3[cH:32][cH:33][cH:34][cH:35][cH:36]3)[c:22](-[c:25]3[cH:26][cH:27][cH:28][cH:29][cH:30]3)[n:23][cH:24]2)[cH:12][cH:13][cH:14]1.[CH3:43][CH2:44][OH:45].[ClH:37].[Na+:42]>>[OH:8][c:9]1[cH:10][c:11]([CH2:15][CH2:16][N:17]([CH3:18])[c:19]2[n:20][c:21](-[c:31]3[cH:32][cH:33][cH:34][cH:35][cH:36]3)[c:22](-[c:25]3[cH:26][cH:27][cH:28][cH:29][cH:30]3)[n:23][cH:24]2)[cH:12][cH:13][cH:14]1. Starting materials: CCN(C(C)C)C(C)C, N#Cc1c(Cl)nc(SCc2csc(-c3ccc(Cl)cc3)n2)c(C#N)c1-c1ccc(OCCO)cc1, Cl, NCC(F)F, C1CCOC1. The product is N#Cc1c(NCC(F)F)nc(SCc2csc(-c3ccc(Cl)cc3)n2)c(C#N)c1-c1ccc(OCCO)cc1. As a reaction SMILES: [CH:42]([N:43]([CH2:44][CH3:45])[CH:46]([CH3:47])[CH3:48])([CH3:49])[CH3:50].[Cl:1][c:2]1[n:3][c:4]([S:22][CH2:23][c:24]2[n:25][c:26](-[c:29]3[cH:30][cH:31][c:32]([Cl:35])[cH:33][cH:34]3)[s:27][cH:28]2)[c:5]([C:20]#[N:21])[c:6](-[c:10]2[cH:11][cH:12][c:13]([O:16][CH2:17][CH2:18][OH:19])[cH:14][cH:15]2)[c:7]1[C:8]#[N:9].[ClH:36].[F:37][CH:38]([CH2:39][NH2:40])[F:41].[O:51]1[CH2:52][CH2:53][CH2:54][CH2:55]1>>[c:2]1([NH:40][CH2:39][CH:38]([F:37])[F:41])[n:3][c:4]([S:22][CH2:23][c:24]2[n:25][c:26](-[c:29]3[cH:30][cH:31][c:32]([Cl:35])[cH:33][cH:34]3)[s:27][cH:28]2)[c:5]([C:20]#[N:21])[c:6](-[c:10]2[cH:11][cH:12][c:13]([O:16][CH2:17][CH2:18][OH:19])[cH:14][cH:15]2)[c:7]1[C:8]#[N:9]. Starting materials: CC(C)(C)[S@](=O)/N=C/C1=NC=CC=C1C(F)(F)F ((S,E)-2-Methyl-N-((3-(trifluoromethyl)pyridin-2-yl)methylene)propane-2-sulfinamide), [NH4+].[Cl-] (NH4Cl), O (H2O), ClC=1C=C(C=CC1Cl)[Mg]Br (3,4-Dichlorophenylmagnesium bromide). Run in C1CCOC1 (THF), CCOC(=O)C (EtOAc). Reaction conditions: time 5 minute. Yields the product ClC=1C=C(C=CC1Cl)[C@H](N[S@@](=O)C(C)(C)C)C1=NC=CC=C1C(F)(F)F ((S)—N—((S)-(3,4-dichloro-phenyl)(3-(trifluoromethyl)pyridin-2-yl)methyl)-2-methylpropane-2-sulfinamide). RXN SMILES: [CH3:1][C:2]([S@@:5](/[N:7]=[CH:8]/[C:9]1[C:14]([C:15]([F:18])([F:17])[F:16])=[CH:13][CH:12]=[CH:11][N:10]=1)=[O:6])([CH3:4])[CH3:3].[Cl:19][C:20]1[CH:21]=[C:22]([Mg]Br)[CH:23]=[CH:24][C:25]=1[Cl:26].[NH4+].[Cl-].O>C1COCC1.CCOC(C)=O>[Cl:19][C:20]1[CH:21]=[C:22]([C@@H:8]([C:9]2[C:14]([C:15]([F:18])([F:16])[F:17])=[CH:13][CH:12]=[CH:11][N:10]=2)[NH:7][S@:5]([C:2]([CH3:1])([CH3:3])[CH3:4])=[O:6])[CH:23]=[CH:24][C:25]=1[Cl:26] |f:2.3|. Procedure: (S,E)-2-Methyl-N-((3-(trifluoromethyl)pyridin-2-yl)methylene)propane-2-sulfinamide (0.493 g, 1.772 mmol) was dissolved in dry THF (10 mL) and cooled in an ice bath. 3,4-Dichlorophenylmagnesium bromide (Aldrich, 0.5 M solution in THF, 4.0 mL, 2.0 mmol) was added, and the reaction was stirred for 5 minutes. Saturated aqueous NH4Cl (10 mL), H2O (100 mL) and EtOAc (100 mL) were added and the phases were mixed and separated. The organic layer was dried with MgSO4 and evaporated to dryness under reduc...